From a dataset of the Open Reaction Database (ORD), a public repository of structured organic reaction records. describe an organic reaction: reactants, conditions, products, and yield Starting materials: O=[Si]=O (quartz glass), C(CCC)OC(=O)NC1=C(C=CC(=C1)NC(=O)OCCCC)C (2,4-di-(butoxycarbonylamino)-toluene), [Al] (aluminum). Run in C(CCCCCCCCCCC)C1=CC=CC=C1 (dodecylbenzene). Conditions: temperature 320 celsius. The product is CC1=C(C=C(C=C1)N=C=O)N=C=O (2,4-toluene diisocyanate). As a reaction SMILES: C([O:5][C:6]([NH:8][C:9]1[CH:14]=[C:13]([NH:15][C:16](OCCCC)=[O:17])[CH:12]=[CH:11][C:10]=1[CH3:23])=O)CCC.O=[Si]=O.[Al]>C(C1C=CC=CC=1)CCCCCCCCCCC>[CH3:23][C:10]1[CH:11]=[CH:12][C:13]([N:15]=[C:16]=[O:17])=[CH:14][C:9]=1[N:8]=[C:6]=[O:5]. Reported procedure: 170 Parts of 2,4-di-(butoxycarbonylamino)-toluene were dissolved in 350 parts of dodecylbenzene. With a feed rate of 300 liters per liter of reaction volume an hour, this solution was fed into a separating reactor of quartz glass filled with an aluminum graulate having a grain size of 1 millimeter to 3 millimeters and heated to a temperature of 320° C. Using 8 liters of nitrogen per liter of reaction mixture an hour as a stripping agent, the butanol resulting from the reaction was separated in a...